This data is from the Open Reaction Database (ORD), a public repository of structured organic reaction records. The task is: describe an organic reaction: reactants, conditions, products, and yield Reaction SMILES: [C:1]([C:4]1[C:5]([C:10]([C:12]2[C:20]3[C:15](=[CH:16][CH:17]=[CH:18][CH:19]=3)[N:14]([CH3:21])[C:13]=2[CH3:22])=[O:11])=[N:6][CH:7]=[CH:8][CH:9]=1)([OH:3])=O.[CH:23]1([O:29][C:30]2[CH:35]=[CH:34][CH:33]=[C:32]([N:36]([CH2:39][CH3:40])[CH2:37][CH3:38])[CH:31]=2)[CH2:28][CH2:27][CH2:26][CH2:25][CH2:24]1>C(OC(=O)C)(=O)C>[CH2:39]([N:36]([CH2:37][CH3:38])[C:32]1[CH:33]=[CH:34][C:35]([C:10]2([C:12]3[C:20]4[C:15](=[CH:16][CH:17]=[CH:18][CH:19]=4)[N:14]([CH3:21])[C:13]=3[CH3:22])[C:5]3[C:4](=[CH:9][CH:8]=[CH:7][N:6]=3)[C:1](=[O:3])[O:11]2)=[C:30]([O:29][CH:23]2[CH2:28][CH2:27][CH2:26][CH2:25][CH2:24]2)[CH:31]=1)[CH3:40]. Isolated yield 75.3%. Procedure details: Into 150 ml of acetic anhydride, 14.7 g of (1,2-dimethylindol-3-yl) (3-carboxypyridin-2-yl) ketone and 13.3 g of 1-cyclohexyloxy-3-diethylaminobenzene were added and the resultant mixture was stirred for 3 hours at 60° to 65° C. After cooling the reaction mixture to room temperature, the cooled mixture was treated by the same procedures as in Synthetic Example 7 and 19.7 g of the object compound was obtained as pale blue crystals (melting point: 161° to 165° C.). Yields the product C(C)N(C1=CC(=C(C=C1)C1(OC(=O)C2=CC=CN=C12)C1=C(N(C2=CC=CC=C12)C)C)OC1CCCCC1)CC (3-(4-diethylamino-2-cyclohexyloxyphenyl)-3-(1,2-dimethylindol-3-yl)-4-azaphthalide). Run in C(C)(=O)OC(C)=O (acetic anhydride). Starting materials: C(=O)(O)C=1C(=NC=CC1)C(=O)C1=C(N(C2=CC=CC=C12)C)C ((1,2-dimethylindol-3-yl) (3-carboxypyridin-2-yl) ketone), C1(CCCCC1)OC1=CC(=CC=C1)N(CC)CC (1-cyclohexyloxy-3-diethylaminobenzene), crystals, resultant mixture. The reactants are CCS(=O)(=O)N1C2CCC1CN(C(=O)OCC1c3ccccc3-c3ccccc31)C2, C1CCNCC1, CO, ClCCl, O=C([O-])[O-], CN(C)C=O. Yields the product CCS(=O)(=O)N1C2CCC1CNC2. RXN SMILES: [CH2:1]([CH3:2])[S:3](=[O:4])(=[O:5])[N:6]1[CH:7]2[CH2:8][N:9]([C:14]([O:15][CH2:16][CH:17]3[c:18]4[cH:19][cH:20][cH:21][cH:22][c:23]4-[c:24]4[c:25]3[cH:26][cH:27][cH:28][cH:29]4)=[O:30])[CH2:10][CH:11]1[CH2:12][CH2:13]2.[CH2:31]1[CH2:32][CH2:33][NH:34][CH2:35][CH2:36]1.[CH3:46][OH:47].[Cl:48][CH2:49][Cl:50].[O-:37][C:38](=[O:39])[O-:40].[O:41]=[CH:42][N:43]([CH3:44])[CH3:45]>>[CH2:1]([CH3:2])[S:3](=[O:4])(=[O:5])[N:6]1[CH:7]2[CH2:8][NH:9][CH2:10][CH:11]1[CH2:12][CH2:13]2. Reactants: ClC=1C=[N+](C=C(C1C[C@H](O)C1=CC(=C(C=C1)OC(F)F)OCC1CC1)Cl)[O-] ((S)-3,5-dichloro-4-(2-(3-(cyclopropylmethoxy)-4-(difluoromethoxy)phenyl)-2-hydroxyethyl)pyridine 1-oxide), COC1=CC=C2C(C(N(C2=C1)CC(=O)O)=O)=O (2-(6-methoxy-2,3-dioxoindolin-1-yl)acetic acid), C(CCl)Cl (EDC). Reagents/catalysts: CN(C)C=1C=CN=CC1 (DMAP). Solvent: C(Cl)Cl (DCM). Run at time 4 hour. Product: ClC=1C=[N+](C=C(C1C[C@H](OC(CN1C(C(C2=CC=C(C=C12)OC)=O)=O)=O)C1=CC(=C(C=C1)OC(F)F)OCC1CC1)Cl)[O-] ((S)-3,5-dichloro-4-(2-(3-(cyclopropylmethoxy)-4-(difluoromethoxy)phenyl)-2-(2-(6-methoxy-2,3-dioxoindolin-1-yl)acetoxy)ethyl)pyridine 1-oxide). Isolated yield 54.6%. Reaction SMILES: [Cl:1][C:2]1[CH:3]=[N+:4]([O-:27])[CH:5]=[C:6]([Cl:26])[C:7]=1[CH2:8][C@@H:9]([C:11]1[CH:16]=[CH:15][C:14]([O:17][CH:18]([F:20])[F:19])=[C:13]([O:21][CH2:22][CH:23]2[CH2:25][CH2:24]2)[CH:12]=1)[OH:10].[CH3:28][O:29][C:30]1[CH:38]=[C:37]2[C:33]([C:34](=[O:44])[C:35](=[O:43])[N:36]2[CH2:39][C:40](O)=[O:41])=[CH:32][CH:31]=1.C(Cl)CCl>CN(C1C=CN=CC=1)C.C(Cl)Cl>[Cl:1][C:2]1[CH:3]=[N+:4]([O-:27])[CH:5]=[C:6]([Cl:26])[C:7]=1[CH2:8][C@@H:9]([C:11]1[CH:16]=[CH:15][C:14]([O:17][CH:18]([F:20])[F:19])=[C:13]([O:21][CH2:22][CH:23]2[CH2:25][CH2:24]2)[CH:12]=1)[O:10][C:40](=[O:41])[CH2:39][N:36]1[C:37]2[C:33](=[CH:32][CH:31]=[C:30]([O:29][CH3:28])[CH:38]=2)[C:34](=[O:44])[C:35]1=[O:43]. Reported procedure: A mixture of (S)-3,5-dichloro-4-(2-(3-(cyclopropylmethoxy)-4-(difluoromethoxy)phenyl)-2-hydroxyethyl)pyridine 1-oxide (0.200 g, 0.476 mmol), 2-(6-methoxy-2,3-dioxoindolin-1-yl)acetic acid (0.112 g, 0.476 mmol), DMAP (0.029 g, 0.238 mmol) and EDC (0.274 g, 1.428 mmol) in DCM (10 ml) was stirred at room temperature for 4 hours; then the reaction mixture was washed with 1N HCl, aqueous 5% NaHCO3 and brine. The organic layer was dried over Na2SO4 and evaporated to dryness. The crude was purified by ... Starting materials: Cl, Cc1cc2c(c(-c3ccccc3)c1)OC(CN=[N+]=[N-])C2, c1ccc(P(c2ccccc2)c2ccccc2)cc1. Yields the product Cc1cc2c(c(-c3ccccc3)c1)OC(CN)C2. RXN SMILES: [ClH:40].[N:1](=[N+:2]=[N-:3])[CH2:4][CH:5]1[O:6][c:7]2[c:8]([cH:10][c:11]([CH3:20])[cH:12][c:13]2-[c:14]2[cH:15][cH:16][cH:17][cH:18][cH:19]2)[CH2:9]1.[c:21]1([P:22]([c:23]2[cH:24][cH:25][cH:26][cH:27][cH:28]2)[c:29]2[cH:30][cH:31][cH:32][cH:33][cH:34]2)[cH:35][cH:36][cH:37][cH:38][cH:39]1>>[NH2:1][CH2:4][CH:5]1[O:6][c:7]2[c:8]([cH:10][c:11]([CH3:20])[cH:12][c:13]2-[c:14]2[cH:15][cH:16][cH:17][cH:18][cH:19]2)[CH2:9]1. Reactants: C12ON(C(CC1)C2)C(=O)OCC2=CC=CC=C2 (3-aza-2-oxabicyclo[2.2.1]heptane-3-carboxylic acid, (phenylmethyl) ester). Reagents/catalysts: [Zn] (zinc), [Zn] (zinc). Run in C(C)(=O)O (acetic acid), C(C)(=O)O (acetic acid), C(C)(=O)O (acetic acid), O (water). Conditions: time 7.5 hour. The product is O[C@H]1C[C@H](CC1)NC(OCC1=CC=CC=C1)=O (N-(cis-3-Hydroxycyclopentyl)carbamic acid, (phenylmethyl) ester). Isolated yield 23.8%. RXN SMILES: [CH:1]12[CH2:7][CH:4]([CH2:5][CH2:6]1)[N:3]([C:8]([O:10][CH2:11][C:12]1[CH:17]=[CH:16][CH:15]=[CH:14][CH:13]=1)=[O:9])[O:2]2>C(O)(=O)C.O.[Zn]>[OH:2][C@@H:1]1[CH2:6][CH2:5][C@H:4]([NH:3][C:8](=[O:9])[O:10][CH2:11][C:12]2[CH:17]=[CH:16][CH:15]=[CH:14][CH:13]=2)[CH2:7]1. Procedure: A solution 3-aza-2-oxabicyclo[2.2.1]heptane-3-carboxylic acid, (phenylmethyl) ester (0.5 g) in glacial acetic acid (0.5 ml) was added to a stirred suspension of powdered zinc (0.35 g) in a mixture of acetic acid and water (1:1; 4 ml), and the mixture was stirred at 60° for 7.5 h. Additional zinc powder (0.14 g) and acetic acid (1 ml) were added and stirring was continued for a further 16.5 h. After cooling to room temperature, the mixture was filtered and the excess of zinc washed with 2M hydroc... Procedure details: Using alkylation method A, 5-chloro-N-[1-(2-chloro-phenyl)-2-(piperidin-4-ylmethoxy)ethyl]-1H-indole-2-carboxamide (320 mg, 0.72 mmol) and acetone (2.0 mL, 27 mmol) afforded, after purification (SiO2: 0 to 2.5% isopropylamine in 1:1 hexane:EtOAc) and recrystallization (acetonitrile), 185 mg (53%) of the title compound. Yields the product ClC=1C=C2C=C(NC2=CC1)C(=O)NC(COCC1CCN(CC1)C(C)C)C1=C(C=CC=C1)Cl (5-Chloro-N-[1-(2-chlorophenyl)-2-(1-isopropylpiperidin-4-yl-methoxy)ethyl]-1H-indole-2-carboxamide). RXN SMILES: [Cl:1][C:2]1[CH:3]=[C:4]2[C:8](=[CH:9][CH:10]=1)[NH:7][C:6]([C:11]([NH:13][CH:14]([C:24]1[CH:29]=[CH:28][CH:27]=[CH:26][C:25]=1[Cl:30])[CH2:15][O:16][CH2:17][CH:18]1[CH2:23][CH2:22][NH:21][CH2:20][CH2:19]1)=[O:12])=[CH:5]2.[CH3:31][C:32]([CH3:34])=O>>[Cl:1][C:2]1[CH:3]=[C:4]2[C:8](=[CH:9][CH:10]=1)[NH:7][C:6]([C:11]([NH:13][CH:14]([C:24]1[CH:29]=[CH:28][CH:27]=[CH:26][C:25]=1[Cl:30])[CH2:15][O:16][CH2:17][CH:18]1[CH2:19][CH2:20][N:21]([CH:32]([CH3:34])[CH3:31])[CH2:22][CH2:23]1)=[O:12])=[CH:5]2. Starting materials: ClC=1C=C2C=C(NC2=CC1)C(=O)NC(COCC1CCNCC1)C1=C(C=CC=C1)Cl (5-chloro-N-[1-(2-chloro-phenyl)-2-(piperidin-4-ylmethoxy)ethyl]-1H-indole-2-carboxamide), CC(=O)C (acetone).